Dataset: the Open Reaction Database (ORD), a public repository of structured organic reaction records. Task: describe an organic reaction: reactants, conditions, products, and yield The reactants are CC(C)(C)OC(=O)OC(C)(C)C, CN(C)c1ccccn1, Cc1c(N2CCNCC2)nn2c(I)c(-c3ccc(F)cc3)nc2c1C, C1CCOC1. Product: Cc1c(N2CCN(C(=O)OC(C)(C)C)CC2)nn2c(I)c(-c3ccc(F)cc3)nc2c1C. RXN SMILES: [C:35]([O:36][C:37]([CH3:38])([CH3:39])[CH3:40])([O:41][C:43]([CH3:44])([CH3:45])[CH3:46])=[O:42].[CH3:26][N:27]([c:28]1[cH:29][cH:30][cH:31][cH:32][n:33]1)[CH3:34].[F:1][c:2]1[cH:3][cH:4][c:5](-[c:8]2[n:9][c:10]3[n:11]([n:12][c:13]([N:18]4[CH2:19][CH2:20][NH:21][CH2:22][CH2:23]4)[c:14]([CH3:17])[c:15]3[CH3:16])[c:24]2[I:25])[cH:6][cH:7]1.[O:47]1[CH2:48][CH2:49][CH2:50][CH2:51]1>>[F:1][c:2]1[cH:3][cH:4][c:5](-[c:8]2[n:9][c:10]3[n:11]([n:12][c:13]([N:18]4[CH2:19][CH2:20][N:21]([C:35]([O:36][C:37]([CH3:38])([CH3:39])[CH3:40])=[O:41])[CH2:22][CH2:23]4)[c:14]([CH3:17])[c:15]3[CH3:16])[c:24]2[I:25])[cH:6][cH:7]1. The reactants are CO, COC(=O)C(c1ccc(Cl)cc1)n1ccc2c(N)cccc2c1=O, N. The product is NC(=O)C(c1ccc(Cl)cc1)n1ccc2c(N)cccc2c1=O. As a reaction SMILES: [CH3:26][OH:27].[NH2:1][c:2]1[c:3]2[cH:4][cH:5][n:6]([CH:13]([C:14]([O:16][CH3:15])=[O:17])[c:18]3[cH:19][cH:20][c:21]([Cl:24])[cH:22][cH:23]3)[c:7](=[O:12])[c:8]2[cH:9][cH:10][cH:11]1.[NH3:25]>>[NH2:1][c:2]1[c:3]2[cH:4][cH:5][n:6]([CH:13]([C:14](=[O:16])[NH2:25])[c:18]3[cH:19][cH:20][c:21]([Cl:24])[cH:22][cH:23]3)[c:7](=[O:12])[c:8]2[cH:9][cH:10][cH:11]1. Product: C(C1=CC=CC=C1)OCC=1N=C(C2=C(N1)CCCS2)O (2-Benzyloxymethyl-7,8-dihydro-4-hydroxy-6H-thiopyrano[3,2-d]pyrimidine). Reported procedure: Sodium hydride (0.68 g 53% mineral oil) was suspended in THF (80 ml) and 1.5 ml of benzyl alcohol was added dropwise with stirring. To this clear solution was added product from Example 3, Step A (2.6 g) dissolved in 25 ml of DMF. After stirring for 2 hours at 25° C. the reaction mixture was heated at reflux for 10 minutes. The solvent was removed in vacuo , water was added to the residue followed by enough diluted HCl to render the solution slightly acidic and it was extracted with ethyl acetat... The reactants are [H-].[Na+] (Sodium hydride), C(C1=CC=CC=C1)O (benzyl alcohol), O.Cl.Cl.COCC=1N=C(C2=C(N1)CCCS2)N2CCNCC2 (7,8-dihydro-2-Methoxymethyl-4-(1-piperazinyl)-6H-thiopyrano[3,2-d]pyrimidine dihydrochloride hydrate). Solvent: C1CCOC1 (THF), CN(C)C=O (DMF). RXN SMILES: [H-].[Na+].[CH2:3]([OH:10])[C:4]1[CH:9]=[CH:8][CH:7]=[CH:6][CH:5]=1.[OH2:11].Cl.Cl.CO[CH2:16][C:17]1[N:18]=[C:19](N2CCNCC2)[C:20]2[S:26][CH2:25][CH2:24][CH2:23][C:21]=2[N:22]=1>C1COCC1.CN(C=O)C>[CH2:3]([O:10][CH2:16][C:17]1[N:18]=[C:19]([OH:11])[C:20]2[S:26][CH2:25][CH2:24][CH2:23][C:21]=2[N:22]=1)[C:4]1[CH:9]=[CH:8][CH:7]=[CH:6][CH:5]=1 |f:0.1,3.4.5.6|. The reactants are CCn1cc(C#N)cc(OC)c1=O, CO, C[O-], CS(=O)(=O)O, CO, CC(N)C(N)(c1ccc(F)cc1)c1ccc(F)nc1, [Na+]. Yields the product CCn1cc(C2=NC(c3ccc(F)cc3)(c3ccc(F)nc3)C(C)N2)cc(OC)c1=O. As a reaction SMILES: [CH2:1]([CH3:2])[n:3]1[c:4](=[O:13])[c:5]([O:11][CH3:12])[cH:6][c:7]([C:9]#[N:10])[cH:8]1.[CH3:14][OH:15].[CH3:16][O-:17].[CH3:19][S:20](=[O:21])(=[O:22])[OH:23].[CH3:43][OH:44].[F:24][c:25]1[cH:26][cH:27][c:28]([C:31]([CH:32]([CH3:33])[NH2:34])([NH2:35])[c:36]2[cH:37][n:38][c:39]([F:42])[cH:40][cH:41]2)[cH:29][cH:30]1.[Na+:18]>>[CH2:1]([CH3:2])[n:3]1[c:4](=[O:13])[c:5]([O:11][CH3:12])[cH:6][c:7]([C:9]2=[N:10][C:31]([c:28]3[cH:27][cH:26][c:25]([F:24])[cH:30][cH:29]3)([c:36]3[cH:37][n:38][c:39]([F:42])[cH:40][cH:41]3)[CH:32]([CH3:33])[NH:34]2)[cH:8]1. Starting materials: C(CCC)OC1=CC=C(C(=O)O)C=C1 (4-butoxybenzoic acid), CN(CCN(C)C)C (N,N,N′,N′-tetramethylethylenediamine), C1CCOC1 (THF), C(C)(CC)[Li] (sec-butyllithium), CI (methyl iodide), C1CCOC1 (THF). Solvent: O (water). Reaction conditions: temperature -90 celsius, time 30 minute. Yields the product C(CCC)OC=1C(=C(C(=O)O)C=CC1)C (Butoxy-2-methylbenzoic acid). RXN SMILES: C(O[C:6]1[CH:14]=C[C:9]([C:10]([OH:12])=[O:11])=[CH:8][CH:7]=1)CCC.CN(C)[CH2:17][CH2:18]N(C)C.[CH:23]([Li])([CH2:25][CH3:26])[CH3:24].CI.C1C[O:33]CC1>O>[CH2:24]([O:33][C:14]1[C:17]([CH3:18])=[C:9]([CH:8]=[CH:7][CH:6]=1)[C:10]([OH:12])=[O:11])[CH2:23][CH2:25][CH3:26]. Reported procedure: A mixture of 4-butoxybenzoic acid (10 g), N,N,N′,N′-tetramethylethylenediamine (13.2 g) and THF (75 mL) was cooled to −90° C., and sec-butyllithium (81 mL; 1.4 M in hexane) was added over the course of 30 minutes. After a further 30 minutes, the mixture was warmed to −78° C., and a solution of methyl iodide (12.8 mL) in THF (10 mL) was added dropwise. The reaction solution was allowed to warm to room temperature and the mixture was hydrolyzed with water and extracted with ethyl acetate. The orga...